From a dataset of the Open Reaction Database (ORD), a public repository of structured organic reaction records. describe an organic reaction: reactants, conditions, products, and yield Reactants: [OH-].[Na+] (NaOH), FC(/C=C/C(=O)OCC)(C)F (Ethyl (E)-4,4-difluoropent-2-enoate), Cl (HCl). Solvent: C(C)O (ethanol). Conditions: time 2 hour. The product is FC(/C=C/C(=O)O)(C)F ((E)-4,4-Difluoropent-2-enoic acid). Reaction SMILES: [F:1][C:2]([F:11])([CH3:10])/[CH:3]=[CH:4]/[C:5]([O:7]CC)=[O:6].[OH-].[Na+].Cl>C(O)C>[F:1][C:2]([F:11])([CH3:10])/[CH:3]=[CH:4]/[C:5]([OH:7])=[O:6] |f:1.2|. Procedure: The product of step C was dissolved in ethanol (24 ml), 4M NaOH was added (12 ml) and the mixture was stirred at room temperature for two hours. The mixture was acidified with 1M HCl and extracted with ethyl acetate. The organic extract was dried over magnesium sulfate, the solvent was removed under reduced pressure. 2.67 g of a colourless oil were obtained. MS(ESI) m/z=135.0 [M-1]−. The reactants are C(C)(C)(C)OC(=O)N1CCN(CC1)C1CC2=CC=3C(=NON3)C=C2CC1 (tert-Butyl-4-(5,6,7,8-tetrahydronaphtho[2,3-c][1,2,5]oxadiazol-6-yl)piperazine-1-carboxylate), Cl (HCl). The solvent is O1CCOCC1 (dioxane). Conditions: time 30 minute. The product is Cl.N1(CCNCC1)C1CC2=CC=3C(=NON3)C=C2CC1 (6-Piperazin-1-yl-5,6,7,8-tetrahydronaphtho[2,3-c][1,2,5]oxadiazole hydrochloride). RXN SMILES: C(OC([N:8]1[CH2:13][CH2:12][N:11]([CH:14]2[CH2:26][CH2:25][C:24]3[C:16](=[CH:17][C:18]4[C:19]([CH:23]=3)=[N:20][O:21][N:22]=4)[CH2:15]2)[CH2:10][CH2:9]1)=O)(C)(C)C.[ClH:27]>O1CCOCC1>[ClH:27].[N:11]1([CH:14]2[CH2:26][CH2:25][C:24]3[C:16](=[CH:17][C:18]4[C:19]([CH:23]=3)=[N:20][O:21][N:22]=4)[CH2:15]2)[CH2:10][CH2:9][NH:8][CH2:13][CH2:12]1 |f:3.4|. Reported procedure: To a flask charged with tert-Butyl-4-(5,6,7,8-tetrahydronaphtho[2,3-c][1,2,5]oxadiazol-6-yl)piperazine-1-carboxylate (50 mg, 0.14 mmol) was added 4N HCl in dioxane (1 mL). The mixture was allowed to stir for 30 minutes at RT. LC showed complete reaction. The solvent was removed under reduced pressure, and the resulting 6-Piperazin-1-yl-5,6,7,8-tetrahydronaphtho[2,3-c][1,2,5]oxadiazole hydrochloride was used without further purification.